From a dataset of the Open Reaction Database (ORD), a public repository of structured organic reaction records. describe an organic reaction: reactants, conditions, products, and yield Starting materials: NC=1C=CC(=C(C1)N1N=C(N(C1=O)CC1=CC=C(C=C1)C1=C(C=CC=C1)S(NC(=O)OC(C)(C)C)(=O)=O)CCCC)Cl (2-(5-amino-2-chlorophenyl)-4-[[2'-[N-(t-butoxycarbonyl)sulfamoyl]biphenyl-4-yl]methyl]-5-n-butyl-2,4-dihydro-3H-1,2,4-triazol-3-one), C(CCCC)(=O)Cl (valeryl chloride). The solvent is N1=CC=CC=C1 (pyridine). Isolated yield 46.0%. The product is C(C)(C)(C)OC(=O)NS(=O)(=O)C1=C(C=CC=C1)C1=CC=C(C=C1)CN1C(N(N=C1CCCC)C1=C(C=CC(=C1)NC(CCCC)=O)Cl)=O (4-[[2'-[N-(t-Butoxycarbonyl)sulfamoyl]biphenyl-4-yl]methyl]-5-n-butyl-2-[2-chloro-5-(valerylamino)phenyl]-2,4-dihydro-3H-1,2,4-triazol-3-one). RXN SMILES: [NH2:1][C:2]1[CH:3]=[CH:4][C:5]([Cl:42])=[C:6]([N:8]2[C:12](=[O:13])[N:11]([CH2:14][C:15]3[CH:20]=[CH:19][C:18]([C:21]4[CH:26]=[CH:25][CH:24]=[CH:23][C:22]=4[S:27](=[O:37])(=[O:36])[NH:28][C:29]([O:31][C:32]([CH3:35])([CH3:34])[CH3:33])=[O:30])=[CH:17][CH:16]=3)[C:10]([CH2:38][CH2:39][CH2:40][CH3:41])=[N:9]2)[CH:7]=1.[C:43](Cl)(=[O:48])[CH2:44][CH2:45][CH2:46][CH3:47]>CN(C)C1C=CN=CC=1.N1C=CC=CC=1>[C:32]([O:31][C:29]([NH:28][S:27]([C:22]1[CH:23]=[CH:24][CH:25]=[CH:26][C:21]=1[C:18]1[CH:17]=[CH:16][C:15]([CH2:14][N:11]2[C:10]([CH2:38][CH2:39][CH2:40][CH3:41])=[N:9][N:8]([C:6]3[CH:7]=[C:2]([NH:1][C:43](=[O:48])[CH2:44][CH2:45][CH2:46][CH3:47])[CH:3]=[CH:4][C:5]=3[Cl:42])[C:12]2=[O:13])=[CH:20][CH:19]=1)(=[O:37])=[O:36])=[O:30])([CH3:34])([CH3:35])[CH3:33]. Reagents/catalysts: CN(C1=CC=NC=C1)C (4-(dimethylamino)pyridine). Procedure details: A solution of 78 mg (0.128 mmol) of 2-(5-amino-2-chlorophenyl)-4-[[2'-[N-(t-butoxycarbonyl)sulfamoyl]biphenyl-4-yl]methyl]-5-n-butyl-2,4-dihydro-3H-1,2,4-triazol-3-one (from Example 25), 76 μL (77 mg, 0.64 mmol) of valeryl chloride, and 15.6 mg (0.128 mmol) of 4-(dimethylamino)pyridine (DMAP) in 1 mL of dry pyridine was stirred overnight at room temperature. The mixture was quenched by addition of water and extracted twice with ethyl acetate. The combined organic fractions were washed twice with... Reactants: [BH4-].[Na+] (NaBH4), ClCCC(=O)C1=CC=CC=C1 (3-Chloropropiophenone). Solvent: C(C)O (ethanol). Reaction conditions: time 8 hour. Yields the product ClCCC(O)C1=CC=CC=C1 (3-chloro-1-phenyl-1-propanol). As a reaction SMILES: [Cl:1][CH2:2][CH2:3][C:4]([C:6]1[CH:11]=[CH:10][CH:9]=[CH:8][CH:7]=1)=[O:5].[BH4-].[Na+]>C(O)C>[Cl:1][CH2:2][CH2:3][CH:4]([C:6]1[CH:11]=[CH:10][CH:9]=[CH:8][CH:7]=1)[OH:5] |f:1.2|. Reported procedure: 3-Chloropropiophenone (25.2 g) was dissolved in abs. ethanol (200 ml), NaBH4 (2.2 g) was slowly added and the mixture stirred overnight at R.T. The mixture was filtered and the filtrate evaporated to dryness. H2O was added and the solution extracted with ether, the ether phase dried (MgSO4) and evaporated. The resulting oil purified on silicagel CH2Cl2 as eluent giving 3-chloro-1-phenyl-1-propanol (compound 14), identified by 1H NMR. Reactants: C(C)(=O)O[BH-](OC(C)=O)OC(C)=O.[Na+] (sodium triacetoxyborohydride), C(C)(=O)NC(C(=O)NC(C)(C)C)(CCCCB1OC(C(O1)(C)C)(C)C)C1C[C@H]2CC[C@@H](C1)N2 (2-acetamido-2-{(1R,5S)-8-azabicyclo[3.2.1]octan-3-yl}-N-tert-butyl-6-(4,4,5,5-tetramethyl-1,3,2-dioxaborolan-2-yl)-hexanamide), ClC=1C=C(C=O)C=CC1Cl (3,4-dichlorobenzaldehyde), C(C)(=O)O (acetic acid). Run in ClCCCl (1,2-dichloroethane). Reaction conditions: time 24 hour. Product: C(C)(=O)NC(C(=O)NC(C)(C)C)(CCCCB1OC(C(O1)(C)C)(C)C)C1C[C@H]2CC[C@@H](C1)N2CC2=CC(=C(C=C2)Cl)Cl (2-acetamido-N-tert-butyl-2-{(1R,5S)-8-(3,4-dichlorobenzyl)-8-azabicyclo[3.2.1]octan-3-yl}-6-(4,4,5,5-tetramethyl-1,3,2-dioxaborolan-2-yl)-hexanamide). As a reaction SMILES: [C:1]([NH:4][C:5]([CH:26]1[CH2:32][C@H:31]2[NH:33][C@H:28]([CH2:29][CH2:30]2)[CH2:27]1)([CH2:13][CH2:14][CH2:15][CH2:16][B:17]1[O:21][C:20]([CH3:23])([CH3:22])[C:19]([CH3:25])([CH3:24])[O:18]1)[C:6]([NH:8][C:9]([CH3:12])([CH3:11])[CH3:10])=[O:7])(=[O:3])[CH3:2].[Cl:34][C:35]1[CH:36]=[C:37]([CH:40]=[CH:41][C:42]=1[Cl:43])[CH:38]=O.C(O)(=O)C.C(O[BH-](OC(=O)C)OC(=O)C)(=O)C.[Na+]>ClCCCl>[C:1]([NH:4][C:5]([CH:26]1[CH2:32][C@H:31]2[N:33]([CH2:38][C:37]3[CH:40]=[CH:41][C:42]([Cl:43])=[C:35]([Cl:34])[CH:36]=3)[C@H:28]([CH2:29][CH2:30]2)[CH2:27]1)([CH2:13][CH2:14][CH2:15][CH2:16][B:17]1[O:21][C:20]([CH3:22])([CH3:23])[C:19]([CH3:24])([CH3:25])[O:18]1)[C:6]([NH:8][C:9]([CH3:10])([CH3:11])[CH3:12])=[O:7])(=[O:3])[CH3:2] |f:3.4|. Procedure details: A solution of 2-acetamido-2-{(1R,5S)-8-azabicyclo[3.2.1]octan-3-yl}-N-tert-butyl-6-(4,4,5,5-tetramethyl-1,3,2-dioxaborolan-2-yl)-hexanamide (170 mg, 0.37 mmol) and 3,4-dichlorobenzaldehyde (129 mg, 0.74 mmol) and acetic acid (44 mg, 41 μL, 0.74 mmol) in 1,2-dichloroethane (1 mL) was stirred at room temperature for 30 minutes then treated with sodium triacetoxyborohydride (196 mg, 0.93 mmol). After 24 hours, the reaction mixture was quenched with saturated aqueous sodium bicarbonate (10 mL), dilu... Reactants: C1(=CC=CC=C1)CCCN (3-phenylpropylamine), CN1CCOCC1 (N-methylmorpholine), CN(C1(CCC(CC1)(O)CC(=O)O)C1=NC=CC=C1)C ((4-dimethylamino-1-hydroxy-4-pyridin-2-yl-cyclohexyl)acetic acid), C1(CCCCC1)N=C=NC1CCCCC1 (dicyclohexylcarbodiimide), [OH-].[Na+] (sodium hydroxide). The solvent is CN(C=O)C (dimethylformamide), O (water). Reaction conditions: temperature 0 celsius, time 5 day. Yields the product CN(C1(CCC(CC1)=CC(=O)NCCCC1=CC=CC=C1)C1=NC=CC=C1)C (2-(4-Dimethylamino-4-pyridin-2-ylcyclohexylidene)-N-(3-phenylpropyl)acetamide). The yield is 27.0%. As a reaction SMILES: [C:1]1([CH2:7][CH2:8][CH2:9][NH2:10])[CH:6]=[CH:5][CH:4]=[CH:3][CH:2]=1.CN1CCOCC1.[CH3:18][N:19]([CH3:37])[C:20]1([C:31]2[CH:36]=[CH:35][CH:34]=[CH:33][N:32]=2)[CH2:25][CH2:24][C:23]([CH2:27][C:28](O)=[O:29])(O)[CH2:22][CH2:21]1.C1(N=C=NC2CCCCC2)CCCCC1.[OH-].[Na+]>O.CN(C)C=O>[CH3:37][N:19]([CH3:18])[C:20]1([C:31]2[CH:36]=[CH:35][CH:34]=[CH:33][N:32]=2)[CH2:25][CH2:24][C:23](=[CH:27][C:28]([NH:10][CH2:9][CH2:8][CH2:7][C:1]2[CH:6]=[CH:5][CH:4]=[CH:3][CH:2]=2)=[O:29])[CH2:22][CH2:21]1 |f:4.5|. Procedure details: 3-phenylpropylamine (270 mg, 2.0 mmol) and N-methylmorpholine (0.444 ml, 4.0 mmol) were added to a solution of (4-dimethylamino-1-hydroxy-4-pyridin-2-yl-cyclohexyl)acetic acid (556 mg, 2.0 mmol) in abs. dimethylformamide (30 ml) under argon. The solution was cooled to 0° C., dicyclohexylcarbodiimide (825 mg, 4.0 mmol) was added and the mixture was stirred at RT for 5 d. Working up of the mixture was carried out by separating off the urea which had precipitated out and introducing the filtrate in... Starting materials: [Cl-].[Al+3].[Cl-].[Cl-] (aluminum chloride), N1=C2C(=CC=C1)C(=O)OC2=O (2,3-pyridine dicarboxylic anhydride), C1=CC=CC=C1 (benzene), ice water hydrochloric acid. Run at time 4 hour. The product is Cl.C(C1=CC=CC=C1)(=O)C=1C(=NC=CC1)C(=O)O (3-benzoyl-2-pyridine carboxylic acid hydrochloride). RXN SMILES: [N:1]1[CH:6]=[CH:5][CH:4]=[C:3]2[C:7]([O:9][C:10](=[O:11])[C:2]=12)=[O:8].[Cl-:12].[Al+3].[Cl-].[Cl-].[CH:16]1[CH:21]=[CH:20][CH:19]=[CH:18][CH:17]=1>>[ClH:12].[C:7]([C:3]1[C:2]([C:10]([OH:9])=[O:11])=[N:1][CH:6]=[CH:5][CH:4]=1)(=[O:8])[C:16]1[CH:21]=[CH:20][CH:19]=[CH:18][CH:17]=1 |f:1.2.3.4,6.7|. Procedure: To a mixture of 2,3-pyridine dicarboxylic anhydride (21.0 g) and benzene (210 ml) was added anhydrous aluminum chloride (30.0 g), which was stirred for 4 hours under reflux. The reaction mixture was cooled and poured into ice water-hydrochloric acid. Resulting crystalline precipitate was collected by filtration, which was washed with a small volume of water, then with ethyl ether to give 3-benzoyl-2-pyridine carboxylic acid hydrochloride as pale yellow crystals (23.7 g). The reactants are [Si](C)(C)(C(C)(C)C)N1C(C(C1CC(CC(=O)OCC1=CC=CC=C1)=O)N=[N+]=[N-])=O (N-(t-butyldimethylsilyl)-3-azido-4-(3-benzyloxycarbonyl-2-oxopropyl)azetidin-2-one), Cl (hydrochloric acid). Run in O (water), CO (methanol). Conditions: time 2 hour. Product: N(=[N+]=[N-])C1C(NC1CC(CC(=O)OCC1=CC=CC=C1)=O)=O (3-azido-4-(3-benzyloxycarbonyl-2-oxopropyl)-azetidin-2-one). Reaction SMILES: [Si]([N:8]1[CH:11]([CH2:12][C:13](=[O:25])[CH2:14][C:15]([O:17][CH2:18][C:19]2[CH:24]=[CH:23][CH:22]=[CH:21][CH:20]=2)=[O:16])[CH:10]([N:26]=[N+:27]=[N-:28])[C:9]1=[O:29])(C(C)(C)C)(C)C.Cl>CO.O>[N:26]([CH:10]1[CH:11]([CH2:12][C:13](=[O:25])[CH2:14][C:15]([O:17][CH2:18][C:19]2[CH:24]=[CH:23][CH:22]=[CH:21][CH:20]=2)=[O:16])[NH:8][C:9]1=[O:29])=[N+:27]=[N-:28]. Procedure details: A solution of N-(t-butyldimethylsilyl)-3-azido-4-(3-benzyloxycarbonyl-2-oxopropyl)azetidin-2-one (1.0 g) in methanol (10 ml) is treated with conc. hydrochloric acid (0.1 ml) and left at room temperature for 2 hr. The solution is diluted with water and extracted with ethyl acetate. The extracts are washed with 5% sodium bicarbonate solution and brine, dried, and evaporated under vacuum. The residue is chromatographed on silica gel to give 3-azido-4-(3-benzyloxycarbonyl-2-oxopropyl)-azetidin-2-one... The reactants are C(=O)(C(F)(F)F)O (TFA), C(C)(C)(C)OC(NCCC1=NC(=NO1)CCC)=O ([2-(3-propyl-[1,2,4]oxadiazol-5-yl)-ethyl]-carbamic acid tert-butyl ester). Run in C(Cl)Cl (DCM). The product is C(C)C1=NOC(=N1)CCN (2-(3-Ethyl-[1,2,4]oxadiazol-5-yl)-ethylamine). As a reaction SMILES: C(O)(C(F)(F)F)=O.C(OC(=O)[NH:14][CH2:15][CH2:16][C:17]1[O:21][N:20]=[C:19]([CH2:22][CH2:23]C)[N:18]=1)(C)(C)C>C(Cl)Cl>[CH2:22]([C:19]1[N:18]=[C:17]([CH2:16][CH2:15][NH2:14])[O:21][N:20]=1)[CH3:23]. Procedure details: TFA (0.5 ml) is added to a stirred solution of [2-(3-propyl-[1,2,4]oxadiazol-5-yl)-ethyl]-carbamic acid tert-butyl ester (0.093 g, 0.39 mmol) in DCM (1 ml). After 1 hour the solvents are removed to afford the titled compound. Starting materials: CO, O, OO, COc1cc(OCCO)ccc1C=O, O=S(=O)(O)O. Yields the product COc1cc(OCCO)ccc1O. As a reaction SMILES: [CH3:22][OH:23].[OH2:24].[OH:15][OH:16].[OH:1][CH2:2][CH2:3][O:4][c:5]1[cH:6][c:7]([O:13][CH3:14])[c:8]([CH:9]=[O:10])[cH:11][cH:12]1.[S:17](=[O:18])(=[O:19])([OH:20])[OH:21]>>[OH:1][CH2:2][CH2:3][O:4][c:5]1[cH:6][c:7]([O:13][CH3:14])[c:8]([OH:15])[cH:11][cH:12]1.